This data is from the Open Reaction Database (ORD), a public repository of structured organic reaction records. The task is: describe an organic reaction: reactants, conditions, products, and yield Reactants: C(C)(C)N(C(C)C)CC (N,N-diisopropylethylamine), BrC=1SC=CC1C(C)O (2-bromo-3-(l-hydroxyethyl)thiophene), COCCOCCl (methoxyethoxymethYl chloride). Solvent: C(Cl)Cl (methylene chloride). Product: BrC=1SC=CC1C(C)OCOCCOC (2-Bromo-3-[l-(methoxyethoxymethoxy)ethyl]thiophene). Yield: 65.7%. RXN SMILES: [Br:1][C:2]1[S:3][CH:4]=[CH:5][C:6]=1[CH:7]([OH:9])[CH3:8].C(N(CC)C(C)C)(C)C.[CH3:19][O:20][CH2:21][CH2:22][O:23][CH2:24]Cl>C(Cl)Cl>[Br:1][C:2]1[S:3][CH:4]=[CH:5][C:6]=1[CH:7]([O:9][CH2:19][O:20][CH2:21][CH2:22][O:23][CH3:24])[CH3:8]. Procedure details: A solution of 2-bromo-3-(l-hydroxyethyl)thiophene (97.5 g, 0.47 mol) in dry methylene chloride (400 ml) was cooled in ice and N,N-diisopropylethylamine (68.2 g, 0.517 mol) was added followed by methoxyethoxymethYl chloride (64.4 g, 0.517 mol). The solution was stirred at room temperature over night. The dark solution was washed with water, 3N HCl, saturated NaHCO3 and finally with water. The solution was dried over anhydrous Na2SO4 filtered and concentrated in vacuo at room temperature. A dark a... The reactants are ( 1 ), COC(=O)C1=CC=2CC(CCC2C=C1)N (7-amino-5,6,7,8-tetrahydro-naphthalene-2-carboxylic acid methyl ester), FC=1C=C(C=CC1)S(=O)(=O)Cl (3-fluorobenzenesulfonyl chloride), ( 2 ), ester, ON (HONH2), [OH-].[K+] (KOH). Solvent: ClCCl (dichloromethane). Product: ONC(=O)C1=CC=2CC(CCC2C=C1)NS(=O)(=O)C1=CC(=CC=C1)F (7-(3-Fluoro-benzenesulfonylamino)-5,6,7,8-tetrahydro-naphthalene-2-carboxylic acid hydroxyamide). Reaction SMILES: CO[C:3]([C:5]1[CH:14]=[CH:13][C:12]2[CH2:11][CH2:10][CH:9]([NH2:15])[CH2:8][C:7]=2[CH:6]=1)=[O:4].[F:16][C:17]1[CH:18]=[C:19]([S:23](Cl)(=[O:25])=[O:24])[CH:20]=[CH:21][CH:22]=1.[OH:27][NH2:28].[OH-].[K+]>ClCCl>[OH:27][NH:28][C:3]([C:5]1[CH:14]=[CH:13][C:12]2[CH2:11][CH2:10][CH:9]([NH:15][S:23]([C:19]3[CH:20]=[CH:21][CH:22]=[C:17]([F:16])[CH:18]=3)(=[O:25])=[O:24])[CH2:8][C:7]=2[CH:6]=1)=[O:4] |f:3.4|. Procedure details: The title compound was prepared in two steps according to Scheme 6 by (1) treating amine VII with 3-fluorobenzenesulfonyl chloride and TEA in dichloromethane, and (2) treating the ester intermediate with aqueous HONH2 and KOH. MS: calc'd (MH+) 365, exp (MH+) 365.4. 1H NMR (CD3OD, 400 MHz), 7.75 (d, 1H, J=8.0 Hz), 7.60-7.66 (m, 2H), 7.46 (d, 1H, J=8.0 Hz), 7.41 (m, 1H), 7.36 (s, 1H), 7.14 (d, 1H, J=8.0 Hz), 3.55 (m, 1H), 2.95 (m, 2H), 2.82 (m, 1H), 2.69 (m, 1H), 1.95 (m, 1H) 1.73 (m, 1H). The reactants are NC1CCCC1, NC(=O)c1cc(-c2ccccc2)cc2c(C3CCN(S(=O)(=O)CCCCl)CC3)n[nH]c12, [I-], [K+], [K+], [Na+], O=C([O-])[O-], CN(C)C=O. Product: NC(=O)c1cc(-c2ccccc2)cc2c(C3CCN(S(=O)(=O)CCCNC4CCCC4)CC3)n[nH]c12. As a reaction SMILES: [CH:38]1([NH2:43])[CH2:39][CH2:40][CH2:41][CH2:42]1.[Cl:1][CH2:2][CH2:3][CH2:4][S:5](=[O:6])(=[O:7])[N:8]1[CH2:9][CH2:10][CH:11]([c:14]2[n:15][nH:16][c:17]3[c:18]([C:29](=[O:30])[NH2:31])[cH:19][c:20](-[c:23]4[cH:24][cH:25][cH:26][cH:27][cH:28]4)[cH:21][c:22]23)[CH2:12][CH2:13]1.[I-:45].[K+:32].[K+:33].[Na+:44].[O-:34][C:35]([O-:36])=[O:37].[O:46]=[CH:47][N:48]([CH3:49])[CH3:50]>>[CH2:2]([CH2:3][CH2:4][S:5](=[O:6])(=[O:7])[N:8]1[CH2:9][CH2:10][CH:11]([c:14]2[n:15][nH:16][c:17]3[c:18]([C:29](=[O:30])[NH2:31])[cH:19][c:20](-[c:23]4[cH:24][cH:25][cH:26][cH:27][cH:28]4)[cH:21][c:22]23)[CH2:12][CH2:13]1)[NH:43][CH:38]1[CH2:39][CH2:40][CH2:41][CH2:42]1. The reactants are C(C1=CC=CC=C1)N1C[C@@H](CC1)O ((R)1-benzyl-3-pyrrolidinol), C1(=CC=C(C=C1)S(=O)(=O)Cl)C (p-toluenesulfonyl chloride). Solvent: O (water). Reaction conditions: time 90 hour. Yields the product C(C1=CC=CC=C1)N1C[C@@H](CC1)O.S(=O)(=O)([O-])C1=CC=C(C)C=C1 ((R)-1-Benzyl-3-pyrrolidinol tosylate). Yield: 175.6%. As a reaction SMILES: [CH2:1]([N:8]1[CH2:12][CH2:11][C@@H:10]([OH:13])[CH2:9]1)[C:2]1[CH:7]=[CH:6][CH:5]=[CH:4][CH:3]=1.[C:14]1([CH3:24])[CH:19]=[CH:18][C:17]([S:20](Cl)(=[O:22])=[O:21])=[CH:16][CH:15]=1>O>[CH2:1]([N:8]1[CH2:12][CH2:11][C@@H:10]([OH:13])[CH2:9]1)[C:2]1[CH:3]=[CH:4][CH:5]=[CH:6][CH:7]=1.[S:20]([C:17]1[CH:18]=[CH:19][C:14]([CH3:24])=[CH:15][CH:16]=1)([O-:13])(=[O:22])=[O:21] |f:3.4|. Procedure details: To a stirred solution of (R)1-benzyl-3-pyrrolidinol (1.77 g, 10 mmol) pyridine(30 ml) was added p-toluenesulfonyl chloride (9.53 g, 50 mmol) by portions at 0° C. After 90 h stirring at room temperature, water was added to the reaction mixture and the mixture was extracted with ether (150 ml). The extract was washed with water brine, dried (Na2SO4), and concentrated to give 3.06 g (92%) of brown oil. Starting materials: Cl.N[C@@H]1CC[C@H](CC1)NC(=O)C1=CNC2=C1N=CN=C2C2=C(C=CC(=C2)F)OCC2CC2 (trans-4-(2-Cyclopropylmethoxy-5-fluoro-phenyl)-5H-pyrrolo[3,2-d]pyrimidine-7-carboxylic acid (4-amino-cyclohexyl)-amide hydrochloride), C(C)(=O)Cl (acetyl chloride). Product: C(C)(=O)N[C@@H]1CC[C@H](CC1)NC(=O)C1=CNC2=C1N=CN=C2C2=C(C=CC(=C2)F)OCC2CC2 (trans-4-(2-Cyclopropylmethoxy-5-fluoro-phenyl)-5H-pyrrolo[3,2-d]pyrimidine-7-carboxylic acid (4-acetylamino-cyclohexyl)-amide). Reaction SMILES: Cl.[NH2:2][C@H:3]1[CH2:8][CH2:7][C@H:6]([NH:9][C:10]([C:12]2[C:16]3[N:17]=[CH:18][N:19]=[C:20]([C:21]4[CH:26]=[C:25]([F:27])[CH:24]=[CH:23][C:22]=4[O:28][CH2:29][CH:30]4[CH2:32][CH2:31]4)[C:15]=3[NH:14][CH:13]=2)=[O:11])[CH2:5][CH2:4]1.[C:33](Cl)(=[O:35])[CH3:34]>>[C:33]([NH:2][C@H:3]1[CH2:8][CH2:7][C@H:6]([NH:9][C:10]([C:12]2[C:16]3[N:17]=[CH:18][N:19]=[C:20]([C:21]4[CH:26]=[C:25]([F:27])[CH:24]=[CH:23][C:22]=4[O:28][CH2:29][CH:30]4[CH2:31][CH2:32]4)[C:15]=3[NH:14][CH:13]=2)=[O:11])[CH2:5][CH2:4]1)(=[O:35])[CH3:34] |f:0.1|. Procedure: Starting from trans-4-(2-Cyclopropylmethoxy-5-fluoro-phenyl)-5H-pyrrolo[3,2-d]pyrimidine-7-carboxylic acid (4-amino-cyclohexyl)-amide hydrochloride (example A160) and acetyl chloride the title compound is obtained as colorless solid. Reactants: C(Cl)Cl (CH2Cl2), ClC=1C(=NC(=CN1)C1=CC(=NC=C1Cl)F)NCC1CCOCC1 (3-chloro-6-(5-chloro-2-fluoropyridin-4-yl)-N-((tetrahydro-2H-pyran-4-yl)methyl)pyrazin-2-amine), CB(O)O (methylboronic acid), C([O-])([O-])=O.[Na+].[Na+] (sodium carbonate). The solvent is COCCOC (DME). Run at temperature 105 celsius, time 20 minute. Yields the product ClC=1C(=CC(=NC1)F)C1=CN=C(C(=N1)NCC1CCOCC1)C (6-(5-chloro-2-fluoropyridin-4-yl)-3-methyl-N-(tetrahydro-2H-pyran-4-yl-methyl)pyrazine-2-amine). The yield is 191.6%. As a reaction SMILES: Cl[C:2]1[C:3]([NH:16][CH2:17][CH:18]2[CH2:23][CH2:22][O:21][CH2:20][CH2:19]2)=[N:4][C:5]([C:8]2[C:13]([Cl:14])=[CH:12][N:11]=[C:10]([F:15])[CH:9]=2)=[CH:6][N:7]=1.[CH3:24]B(O)O.C(=O)([O-])[O-].[Na+].[Na+].C(Cl)Cl>COCCOC>[Cl:14][C:13]1[C:8]([C:5]2[N:4]=[C:3]([NH:16][CH2:17][CH:18]3[CH2:23][CH2:22][O:21][CH2:20][CH2:19]3)[C:2]([CH3:24])=[N:7][CH:6]=2)=[CH:9][C:10]([F:15])=[N:11][CH:12]=1 |f:2.3.4|. Reported procedure: 3-chloro-6-(5-chloro-2-fluoropyridin-4-yl)-N-((tetrahydro-2H-pyran-4-yl)methyl)pyrazin-2-amine (0.0275 g, 0.077 mmol), methylboronic acid (0.014 g, 0.231 mmol), and sodium carbonate (0.100 ml, 0.200 mmol, 2M aq solution) were dissolved in DME (1.0 ml). The solution was then degassed by sparging with argon for 5 min. It was then treated with PdCl2(dppf).CH2Cl2 adduct (0.013 g, 0.015 mmol). The reaction mixture was then heated in the microwave at 105° C. for 20 min. More of the above reagents in t...